From a dataset of the Open Reaction Database (ORD), a public repository of structured organic reaction records. describe an organic reaction: reactants, conditions, products, and yield The reactants are CC1=C(CBr)C(=CC(=C1)F)C (2,6-dimethyl-4-fluoro-benzyl bromide), [C-]#N.[Na+] (sodium cyanide). Run in C(C)O.O (ethanol water). The product is FC1=CC(=C(C(=C1)C)CC#N)C ((4-Fluoro-2,6-dimethyl-phenyl)-acetonitrile). RXN SMILES: [CH3:1][C:2]1[CH:9]=[C:8]([F:10])[CH:7]=[C:6]([CH3:11])[C:3]=1[CH2:4]Br.[C-:12]#[N:13].[Na+]>C(O)C.O>[F:10][C:8]1[CH:9]=[C:2]([CH3:1])[C:3]([CH2:4][C:12]#[N:13])=[C:6]([CH3:11])[CH:7]=1 |f:1.2,3.4|. Procedure details: A solution of 1.86 g (9 mmol) 2,6-dimethyl-4-fluoro-benzyl bromide and 0.420 g (9 mmol) sodium cyanide in 21 ml ethanol/water 6:1 was heated to reflux for 4h. The cooled reaction mixture was concentrated and extracted with ethyl acetate. The combined extracts were washed with brine, dried over Na2SO4, filtered and evaporated. Filtration of the residue through a silica gel pad with heptane/ethyl acetate 1:1 provided (4-fluoro-2,6-dimethyl-phenyl)-acetonitrile as colourless solid: MS (EI): 163.1 (... The reactants are COC1=C(C=CC(=C1)OC)C1=NOC(=C1)CCC=O (3-[3-(2,4-dimethoxyphenyl)isoxazol-5-yl]propanal), C(C1=CC=CC=C1)N1CCNCC1 (1-benylpiperazine), [BH-](OC(=O)C)(OC(=O)C)OC(=O)C.[Na+] (NaBH(OAc)3). Solvent: C(Cl)Cl (methylene chloride). Product: COC1=C(C=CC(=C1)OC)C1=NOC(=C1)CCCN1CCN(CC1)CC1=CC=CC=C1 (2,4-Dimethoxy-1-(5-{3-[4-benzylpiperazinyl]propyl}isoxazol-3-yl)benzene). The yield is 80.1%. Reaction SMILES: [CH3:1][O:2][C:3]1[CH:8]=[C:7]([O:9][CH3:10])[CH:6]=[CH:5][C:4]=1[C:11]1[CH:15]=[C:14]([CH2:16][CH2:17][CH:18]=O)[O:13][N:12]=1.[CH2:20]([N:27]1[CH2:32][CH2:31][NH:30][CH2:29][CH2:28]1)[C:21]1[CH:26]=[CH:25][CH:24]=[CH:23][CH:22]=1.[BH-](OC(C)=O)(OC(C)=O)OC(C)=O.[Na+]>C(Cl)Cl>[CH3:1][O:2][C:3]1[CH:8]=[C:7]([O:9][CH3:10])[CH:6]=[CH:5][C:4]=1[C:11]1[CH:15]=[C:14]([CH2:16][CH2:17][CH2:18][N:30]2[CH2:31][CH2:32][N:27]([CH2:20][C:21]3[CH:22]=[CH:23][CH:24]=[CH:25][CH:26]=3)[CH2:28][CH2:29]2)[O:13][N:12]=1 |f:2.3|. Procedure: About 2 min after dissolving 3-[3-(2,4-dimethoxyphenyl)isoxazol-5-yl]propanal (10 mg, 0.04 mmol) and 1-benylpiperazine (6.7, 0.04 mmol) in 2 mL of dry methylene chloride, were added NaBH(OAc)3 (24 mg, 0.12 mmol) and molecular sieves (5 beads). The reaction mixture was reacted for 3.5 hr and followed the same processes as in Example 1 to obtain 13.5 mg (83.6%) of the target compound. Reactants: C(=O)(O)C12CCC(CC1)(CC2)NCC(=O)N2[C@@H](C[C@@H](C2)F)C#N ((2S,4S)-1-[[N-(4-carboxybicyclo[2.2.2]oct-1-yl)amino]acetyl]-4-fluoropyrrolidine-2-carbonitrile), NC=1SC=C(N1)CC(=O)OCC (ethy 2-aminothiazole-4-acetate). The product is C(C)OC(=O)CC=1N=C(SC1)NC(=O)C12CCC(CC1)(CC2)NCC(=O)N2[C@@H](C[C@@H](C2)F)C#N ((2S,4S)-1-[[N-[4-[N-(4-ethoxycarbonylmethylthiazol-2-yl)amino]carbonylbicyclo[2.2.2]oct-1-yl]amino]acetyl]-4-fluoropyrrolidine-2-carbonitrile). The yield is 14.7%. As a reaction SMILES: [C:1]([C:4]12[CH2:11][CH2:10][C:7]([NH:12][CH2:13][C:14]([N:16]3[CH2:20][C@@H:19]([F:21])[CH2:18][C@H:17]3[C:22]#[N:23])=[O:15])([CH2:8][CH2:9]1)[CH2:6][CH2:5]2)(O)=[O:2].[NH2:24][C:25]1[S:26][CH:27]=[C:28]([CH2:30][C:31]([O:33][CH2:34][CH3:35])=[O:32])[N:29]=1>>[CH2:34]([O:33][C:31]([CH2:30][C:28]1[N:29]=[C:25]([NH:24][C:1]([C:4]23[CH2:9][CH2:8][C:7]([NH:12][CH2:13][C:14]([N:16]4[CH2:20][C@@H:19]([F:21])[CH2:18][C@H:17]4[C:22]#[N:23])=[O:15])([CH2:6][CH2:5]2)[CH2:10][CH2:11]3)=[O:2])[S:26][CH:27]=1)=[O:32])[CH3:35]. Procedure: In a similar manner to Example 63, (2S,4S)-1-[[N-(4-carboxybicyclo[2.2.2]oct-1-yl)amino]acetyl]-4-fluoropyrrolidine-2-carbonitrile (50.0 mg) and ethy 2-aminothiazole-4-acetate (63.3 mg) were used to obtain (2S,4S)-1-[[N-[4-[N-(4-ethoxycarbonylmethylthiazol-2-yl)amino]carbonylbicyclo[2.2.2]oct-1-yl]amino]acetyl]-4-fluoropyrrolidine-2-carbonitrile (11.2 mg). As a reaction SMILES: [NH:1]1[C:9]2[C:4](=[CH:5][CH:6]=[CH:7][CH:8]=2)[C:3]([CH:10]2[CH2:15][CH2:14][N:13]([CH2:16][CH2:17][C:18]3[N:19]=[C:20]([NH:23][S:24]([CH3:27])(=[O:26])=[O:25])[S:21][CH:22]=3)[CH2:12][CH2:11]2)=[CH:2]1.[ClH:28]>C(O)C>[ClH:28].[NH:1]1[C:9]2[C:4](=[CH:5][CH:6]=[CH:7][CH:8]=2)[C:3]([CH:10]2[CH2:15][CH2:14][N:13]([CH2:16][CH2:17][C:18]3[N:19]=[C:20]([NH:23][S:24]([CH3:27])(=[O:25])=[O:26])[S:21][CH:22]=3)[CH2:12][CH2:11]2)=[CH:2]1 |f:3.4|. Starting materials: solution, Cl (hydrogen chloride), N1C=C(C2=CC=CC=C12)C1CCN(CC1)CCC=1N=C(SC1)NS(=O)(=O)C (4-[2-[4-(3-indolyl)piperidino]ethyl]-2-mesylaminothiazole). Yields the product Cl.N1C=C(C2=CC=CC=C12)C1CCN(CC1)CCC=1N=C(SC1)NS(=O)(=O)C (4-[2-[4-(3-indolyl)piperidino]ethyl]-2-mesylaminothiazole hydrochloride). Reported procedure: In hot ethanol (80 ml) was dissolved 4-[2-[4-(3-indolyl)piperidino]ethyl]-2-mesylaminothiazole (0.5 g). After the solution was cooled to ambient temperature, 15% solution of hydrogen chloride in ethanol (3 ml) was added, followed by cooling to 5° C. The resulting precipitate was collected by filtration and washed with ethanol. This precipitate was recrystallized from water (50 ml) to give 4-[2-[4-(3-indolyl)piperidino]ethyl]-2-mesylaminothiazole hydrochloride (0.42 g). Solvent: C(C)O (ethanol), C(C)O (ethanol). The reactants are C(C)C1=C(C=CC=C1\C=C\OC)C1=NSC(=N1)C=1C=CC(=C(C#N)C1)OC(C)C (5-(3-{2-ethyl-3-[(E)-2-(methyloxy)ethenyl]phenyl}-1,2,4-thiadiazol-5-yl)-2-[(1-methylethyl)oxy]benzonitrile), Cl (hydrochloric acid). Solvent: O1CCCC1 (tetrahydrofuran). Conditions: temperature 65 celsius, time 3 hour. The product is C(C)C1=C(C=CC=C1CC=O)C1=NSC(=N1)C=1C=CC(=C(C#N)C1)OC(C)C (5-{3-[2-ethyl-3-(2-oxoethyl)phenyl]-1,2,4-thiadiazol-5-yl}-2-[(1-methylethyl)oxy]benzonitrile). Isolated yield 100.0%. RXN SMILES: [CH2:1]([C:3]1[C:8](/[CH:9]=[CH:10]/[O:11]C)=[CH:7][CH:6]=[CH:5][C:4]=1[C:13]1[N:17]=[C:16]([C:18]2[CH:19]=[CH:20][C:21]([O:26][CH:27]([CH3:29])[CH3:28])=[C:22]([CH:25]=2)[C:23]#[N:24])[S:15][N:14]=1)[CH3:2].Cl>O1CCCC1>[CH2:1]([C:3]1[C:8]([CH2:9][CH:10]=[O:11])=[CH:7][CH:6]=[CH:5][C:4]=1[C:13]1[N:17]=[C:16]([C:18]2[CH:19]=[CH:20][C:21]([O:26][CH:27]([CH3:28])[CH3:29])=[C:22]([CH:25]=2)[C:23]#[N:24])[S:15][N:14]=1)[CH3:2]. Procedure details: To a solution of 5-(3-{2-ethyl-3-[(E)-2-(methyloxy)ethenyl]phenyl}-1,2,4-thiadiazol-5-yl)-2-[(1-methylethyl)oxy]benzonitrile (D54) (670 mg) in tetrahydrofuran (THF) (20 mL) stirred under nitrogen at room temperature was added 2M hydrochloric acid (0.826 mL). The reaction mixture was stirred at 65° C. for 3 h. After cooling the reaction, the solution was condensed under reduced pressure to give 5-{3-[2-ethyl-3-(2-oxoethyl)phenyl]-1,2,4-thiadiazol-5-yl}-2-[(1-methylethyl)oxy]benzonitrile (D55) (64... Reactants: CCN(C(C)C)C(C)C, ClCCl, CC(C)(CCC#N)CNCC(O)C(Cc1ccccc1)NC(=O)OC1COCOC1, O=S(=O)(Cl)c1ccc2c(c1)OCO2. Product: CC(C)(CCC#N)CN(CC(O)C(Cc1ccccc1)NC(=O)OC1COCOC1)S(=O)(=O)c1ccc2c(c1)OCO2. As a reaction SMILES: [CH:31]([N:32]([CH:33]([CH3:34])[CH3:35])[CH2:36][CH3:37])([CH3:38])[CH3:39].[Cl:53][CH2:54][Cl:55].[O:1]1[CH2:2][O:3][CH2:4][CH:5]([O:7][C:8]([NH:9][CH:10]([CH:11]([CH2:12][NH:13][CH2:14][C:15]([CH2:16][CH2:17][C:18]#[N:19])([CH3:20])[CH3:21])[OH:22])[CH2:23][c:24]2[cH:25][cH:26][cH:27][cH:28][cH:29]2)=[O:30])[CH2:6]1.[O:40]1[CH2:41][O:42][c:43]2[c:44]1[cH:45][cH:46][c:47]([S:49](=[O:50])(=[O:51])[Cl:52])[cH:48]2>>[O:1]1[CH2:2][O:3][CH2:4][CH:5]([O:7][C:8]([NH:9][CH:10]([CH:11]([CH2:12][N:13]([CH2:14][C:15]([CH2:16][CH2:17][C:18]#[N:19])([CH3:20])[CH3:21])[S:49]([c:47]2[cH:46][cH:45][c:44]3[c:43]([cH:48]2)[O:42][CH2:41][O:40]3)(=[O:50])=[O:51])[OH:22])[CH2:23][c:24]2[cH:25][cH:26][cH:27][cH:28][cH:29]2)=[O:30])[CH2:6]1.